describe an organic reaction: reactants, conditions, products, and yield From a dataset of the Open Reaction Database (ORD), a public repository of structured organic reaction records. Starting materials: CC1(C)COC(C(C)(C)c2ccc(Br)cc2)=N1, [Li]CCCC, C1CCOC1, CN(C)C(=O)C1CC1. Yields the product CC1(C)COC(C(C)(C)c2ccc(C(=O)C3CC3)cc2)=N1. As a reaction SMILES: [Br:1][c:2]1[cH:3][cH:4][c:5]([C:8]([C:9]2=[N:13][C:12]([CH3:14])([CH3:15])[CH2:11][O:10]2)([CH3:16])[CH3:17])[cH:6][cH:7]1.[CH2:18]([Li:19])[CH2:20][CH2:21][CH3:22].[CH2:31]1[O:32][CH2:33][CH2:34][CH2:35]1.[CH3:23][N:24]([C:25](=[O:26])[CH:27]1[CH2:28][CH2:29]1)[CH3:30]>>[c:2]1([C:25](=[O:26])[CH:27]2[CH2:28][CH2:29]2)[cH:3][cH:4][c:5]([C:8]([C:9]2=[N:13][C:12]([CH3:14])([CH3:15])[CH2:11][O:10]2)([CH3:16])[CH3:17])[cH:6][cH:7]1. The reactants are [OH-].[Li+] (lithium hydroxide), COC(=O)C=1C=C(C(=NC1)C=1C=NC(=CC1)C1=NC2=C(N1)C=C(C=C2)N2CCOCC2)Cl (3-chloro-6′-(6-morpholin-4-yl-1H-benzoimidazol-2-yl)-[2,3]bipyridinyl-5-carboxylic acid methyl ester). Run at time 6 hour. Product: yellow crystal, ClC=1C(=NC=C(C1)C(=O)O)C=1C=NC(=CC1)C1=NC2=C(N1)C=C(C=C2)N2CCOCC2 (3-chloro-6′-(6-morpholin-4-yl-1H-benzoimidazol-2-yl)-[2,3]bipyridinyl-5-carboxylic acid). Yield: 92.0%. Reaction SMILES: [OH-].[Li+].C[O:4][C:5]([C:7]1[CH:8]=[C:9]([Cl:34])[C:10]([C:13]2[CH:14]=[N:15][C:16]([C:19]3[NH:23][C:22]4[CH:24]=[C:25]([N:28]5[CH2:33][CH2:32][O:31][CH2:30][CH2:29]5)[CH:26]=[CH:27][C:21]=4[N:20]=3)=[CH:17][CH:18]=2)=[N:11][CH:12]=1)=[O:6]>>[Cl:34][C:9]1[C:10]([C:13]2[CH:14]=[N:15][C:16]([C:19]3[NH:23][C:22]4[CH:24]=[C:25]([N:28]5[CH2:29][CH2:30][O:31][CH2:32][CH2:33]5)[CH:26]=[CH:27][C:21]=4[N:20]=3)=[CH:17][CH:18]=2)=[N:11][CH:12]=[C:7]([C:5]([OH:6])=[O:4])[CH:8]=1 |f:0.1|. Procedure details: 4 mL of 2 M lithium hydroxide solution (methanol/water=3/1) was added to 0.55 g of 3-chloro-6′-(6-morpholin-4-yl-1H-benzoimidazol-2-yl)-[2,3]bipyridinyl-5-carboxylic acid methyl ester (71) (1.22 mmol) prepared in Example 58, and stirred at room temperature for 6 hours. The mixture was concentrated under reduced pressure, dissolved in ethyl acetate, and washed with water. The organic layer was dried over magnesium sulfate, and concentrated under reduced pressure. The residue was separated by colu... Starting materials: C(C#CC)OC1=CC=C(C=C1)S(=O)C(C(=O)NO)C1CCCCC1 (2-{[4-(2-butynyl oxy)phenyl]sulfinyl}-2-cyclohexyl-N-hydroxyacetamide), OOS(=O)[O-].[K+] (oxone). Solvent: CO.C1CCOC1 (MeOH THF), O (water). Reaction conditions: time 6 hour. The product is C(C#CC)OC1=CC=C(C=C1)S(=O)(=O)C(C(=O)NO)C1CCCCC1 (2-{[4-(2-butynyloxy) phenyl]sulfonyl}-2-cyclohexyl-N-hydroxyacetamide). RXN SMILES: [CH2:1]([O:5][C:6]1[CH:11]=[CH:10][C:9]([S:12]([CH:14]([CH:19]2[CH2:24][CH2:23][CH2:22][CH2:21][CH2:20]2)[C:15]([NH:17][OH:18])=[O:16])=[O:13])=[CH:8][CH:7]=1)[C:2]#[C:3][CH3:4].[OH:25]OS([O-])=O.[K+]>CO.C1COCC1.O>[CH2:1]([O:5][C:6]1[CH:7]=[CH:8][C:9]([S:12]([CH:14]([CH:19]2[CH2:24][CH2:23][CH2:22][CH2:21][CH2:20]2)[C:15]([NH:17][OH:18])=[O:16])(=[O:25])=[O:13])=[CH:10][CH:11]=1)[C:2]#[C:3][CH3:4] |f:1.2,3.4|. Procedure: To a stirred solution of 2-{[4-(2-butynyl oxy)phenyl]sulfinyl}-2-cyclohexyl-N-hydroxyacetamide (180 mg, 0.52 mmol) in MeOH/THF at room, oxone (5.0 g, excess) was added in water (20 ml). Reaction mixture was stirred at room temperature for 6 hrs and filtered. Methanol-THF layer was concentrated and extracted with chloroform. The organic layer was washed well with water, dried, filtered and concentrated. The product was purified by silica gel column chromatography by eluting it with 4:1 ethyl acet... Reactants: C1(=CC=C(C=C1)P(C1=CC=C(C=C1)C)C1=CC=C(C=C1)C)C (tri-paratolylphosphine), O.[Ru](Cl)(Cl)Cl (ruthenium trichloride hydrate). The solvent is CO (methanol). Product: [Ru](Cl)Cl.C1(=CC=C(C=C1)P(C1=CC=C(C=C1)C)C1=CC=C(C=C1)C)C.C1(=CC=C(C=C1)P(C1=CC=C(C=C1)C)C1=CC=C(C=C1)C)C.C1(=CC=C(C=C1)P(C1=CC=C(C=C1)C)C1=CC=C(C=C1)C)C (tris(tri-paratolylphosphine) ruthenium dichloride). Reaction SMILES: [C:1]1([CH3:22])[CH:6]=[CH:5][C:4]([P:7]([C:15]2[CH:20]=[CH:19][C:18]([CH3:21])=[CH:17][CH:16]=2)[C:8]2[CH:13]=[CH:12][C:11]([CH3:14])=[CH:10][CH:9]=2)=[CH:3][CH:2]=1.O.[Ru:24](Cl)([Cl:26])[Cl:25]>CO>[Ru:24]([Cl:26])[Cl:25].[C:18]1([CH3:21])[CH:19]=[CH:20][C:15]([P:7]([C:8]2[CH:9]=[CH:10][C:11]([CH3:14])=[CH:12][CH:13]=2)[C:4]2[CH:5]=[CH:6][C:1]([CH3:22])=[CH:2][CH:3]=2)=[CH:16][CH:17]=1.[C:18]1([CH3:21])[CH:19]=[CH:20][C:15]([P:7]([C:8]2[CH:9]=[CH:10][C:11]([CH3:14])=[CH:12][CH:13]=2)[C:4]2[CH:5]=[CH:6][C:1]([CH3:22])=[CH:2][CH:3]=2)=[CH:16][CH:17]=1.[C:18]1([CH3:21])[CH:19]=[CH:20][C:15]([P:7]([C:8]2[CH:9]=[CH:10][C:11]([CH3:14])=[CH:12][CH:13]=2)[C:4]2[CH:5]=[CH:6][C:1]([CH3:22])=[CH:2][CH:3]=2)=[CH:16][CH:17]=1 |f:1.2,4.5.6.7|. Procedure details: Using the procedure of Example 1, 50 mls. of methanol, 6.0 grams of tri-paratolylphosphine and 1.0 gram of ruthenium trichloride hydrate are stirred and heated at reflux under nitrogen for 24 hours to form tris(tri-paratolylphosphine) ruthenium dichloride as an insoluble powder which is recovered by filtration (4.2 grams). A portion of this powder (0.5 gram) is dissolved in a mixture containing 50 mls. of methanol and 0.5 gram of anhydrous sodium acetate. The resulting mixture is heated with sti... Reactants: [Na+].[Na+].[Na+] (trisodium), CSC(C(=O)[O-])C(C(=O)[O-])S(=O)(=O)O (methylthio-β-sulfosuccinate). Yields the product SC(C(=O)[O-])C(C(=O)[O-])S(=O)(=O)O.[Na+].[Na+].[Na+] (trisodium α-mercapto-β-sulfosuccinate). RXN SMILES: [Na+:1].[Na+].[Na+].C[S:5][CH:6]([CH:10]([S:14]([OH:17])(=[O:16])=[O:15])[C:11]([O-:13])=[O:12])[C:7]([O-:9])=[O:8]>>[SH:5][CH:6]([CH:10]([S:14]([OH:17])(=[O:16])=[O:15])[C:11]([O-:13])=[O:12])[C:7]([O-:9])=[O:8].[Na+:1].[Na+:1].[Na+:1] |f:0.1.2,4.5.6.7|. Procedure: trisodium ⊕-methylthio-β-sulfosuccinate